describe an organic reaction: reactants, conditions, products, and yield From a dataset of the Open Reaction Database (ORD), a public repository of structured organic reaction records. Starting materials: CCCCC1(Nc2ccccc2)CCC(=O)CC1, ClCCl, OCCc1c[nH]c2ccc(F)cc12, O=S(=O)(O)C(F)(F)F. Product: CCCCC1(Nc2ccccc2)CCC2(CC1)OCCc1c2[nH]c2ccc(F)cc12. RXN SMILES: [CH2:9]([CH2:10][CH2:11][CH3:12])[C:13]1([NH:20][c:21]2[cH:22][cH:23][cH:24][cH:25][cH:26]2)[CH2:14][CH2:15][C:16](=[O:19])[CH2:17][CH2:18]1.[Cl:40][CH2:41][Cl:42].[F:27][c:28]1[cH:29][c:30]2[c:31]([CH2:37][CH2:38][OH:39])[cH:32][nH:33][c:34]2[cH:35][cH:36]1.[OH:1][S:2]([C:3]([F:4])([F:5])[F:6])(=[O:7])=[O:8]>>[CH2:9]([CH2:10][CH2:11][CH3:12])[C:13]1([NH:20][c:21]2[cH:22][cH:23][cH:24][cH:25][cH:26]2)[CH2:14][CH2:15][C:16]2([CH2:17][CH2:18]1)[O:19][CH2:38][CH2:37][c:31]1[c:30]3[cH:29][c:28]([F:27])[cH:36][cH:35][c:34]3[nH:33][c:32]12. The reactants are FC(C1=C(CN2N=CC3=CC(=CC=C23)C=O)C=CC(=C1)C(F)(F)F)(F)F ([2,4-bis(trifluoromethyl)benzyl]-1H-indazol-5-carbaldehyde), O=C1SCC(N1[C@H]1[C@@H](CN(CC1)C(=O)OC(C)(C)C)F)=O (1,1-dimethylethyl trans-4-(2,4-dioxo-1,3-thiazolidin-3-yl)-3-fluoropiperidine-1-carboxylate). Product: FC(C1=C(CN2N=CC3=CC(=CC=C23)\C=C/2\C(N(C(S2)=O)[C@H]2[C@@H](CNCC2)F)=O)C=CC(=C1)C(F)(F)F)(F)F ((5Z)-5-({1-[2,4-Bis(trifluoromethyl)benzyl]-1H-indazol-5-yl}methylidene)-3-[trans-3-fluoropiperidin-4-yl]-1,3-thiazolidine-2,4-dione). Reaction SMILES: [F:1][C:2]([F:26])([F:25])[C:3]1[CH:20]=[C:19]([C:21]([F:24])([F:23])[F:22])[CH:18]=[CH:17][C:4]=1[CH2:5][N:6]1[C:14]2[C:9](=[CH:10][C:11]([CH:15]=O)=[CH:12][CH:13]=2)[CH:8]=[N:7]1.[O:27]=[C:28]1[N:32]([C@@H:33]2[CH2:38][CH2:37][N:36](C(OC(C)(C)C)=O)[CH2:35][C@H:34]2[F:46])[C:31](=[O:47])[CH2:30][S:29]1>>[F:26][C:2]([F:1])([F:25])[C:3]1[CH:20]=[C:19]([C:21]([F:22])([F:23])[F:24])[CH:18]=[CH:17][C:4]=1[CH2:5][N:6]1[C:14]2[C:9](=[CH:10][C:11](/[CH:15]=[C:30]3/[C:31](=[O:47])[N:32]([C@@H:33]4[CH2:38][CH2:37][NH:36][CH2:35][C@H:34]4[F:46])[C:28](=[O:27])[S:29]/3)=[CH:12][CH:13]=2)[CH:8]=[N:7]1. Procedure: (5Z)-5-({1-[2,4-Bis(trifluoromethyl)benzyl]-1H-indazol-5-yl}methylidene)-3-[trans-3-fluoropiperidin-4-yl]-1,3-thiazolidine-2,4-dione was prepared from [2,4-bis(trifluoromethyl)benzyl]-1H-indazol-5-carbaldehyde (from Example 6) and 1,1-dimethylethyl trans-4-(2,4-dioxo-1,3-thiazolidin-3-yl)-3-fluoropiperidine-1-carboxylate (from Example 273) following General Procedure F.